Dataset: the Open Reaction Database (ORD), a public repository of structured organic reaction records. Task: describe an organic reaction: reactants, conditions, products, and yield Reactants: N[C@@H](C)C(=O)N1[C@@H](CC2CCCCC12)C(=O)O (1-[(S)-alanyl]octahydroindole-2(S)-carboxylic acid), C1(=CC=CC=C1)CC(C(=O)O)=O (phenylpyruvic acid), C(#N)[BH3-].[Na+] (sodium cyanoborohydride). Solvent: O.CO (methanol water). The product is [OH-].[NH4+] (ammonium hydroxide), C(=O)(O)C(CC1=CC=CC=C1)N[C@@H](C)C(=O)N1[C@@H](CC2CCCCC12)C(=O)O (1-[N-(1-Carboxy-2-phenylethyl)-(S)-alanyl]octahydroindole-2(S)-carboxylic acid). The yield is 14.0%. As a reaction SMILES: [NH2:1][C@H:2]([C:4]([N:6]1[CH:14]2[CH:9]([CH2:10][CH2:11][CH2:12][CH2:13]2)[CH2:8][C@H:7]1[C:15]([OH:17])=[O:16])=[O:5])[CH3:3].[C:18]1([CH2:24][C:25](=O)[C:26]([OH:28])=[O:27])[CH:23]=[CH:22][CH:21]=[CH:20][CH:19]=1.C([BH3-])#N.[Na+]>O.CO>[OH-:5].[NH4+:1].[C:26]([CH:25]([NH:1][C@H:2]([C:4]([N:6]1[CH:14]2[CH:9]([CH2:10][CH2:11][CH2:12][CH2:13]2)[CH2:8][C@H:7]1[C:15]([OH:17])=[O:16])=[O:5])[CH3:3])[CH2:24][C:18]1[CH:23]=[CH:22][CH:21]=[CH:20][CH:19]=1)([OH:28])=[O:27] |f:2.3,4.5,6.7|. Procedure details: To a mixture of 1-[(S)-alanyl]octahydroindole-2(S)-carboxylic acid (prepared as described in Example 1) and phenylpyruvic acid in methanol water at a pH of about 7, at room temperature, add sodium cyanoborohydride. Upon completion of the reaction, absorb the residue on a XAD-2 resin and elute with methanol followed by further purification by elution from silica gel using chloroform:methanol: 14% ammonium hydroxide 1:1:1 to isolate the title compound. The reactants are Cc1cc(Oc2ccc(S(C)(=O)=O)nc2)cc2cc(C(N)=O)[nH]c12, COc1ccc(P2(=S)SP(=S)(c3ccc(OC)cc3)S2)cc1, C1CCOC1. The product is Cc1cc(Oc2ccc(S(C)(=O)=O)nc2)cc2cc(C(N)=S)[nH]c12. RXN SMILES: [CH3:1][c:2]1[cH:3][c:4]([O:14][c:15]2[cH:16][n:17][c:18]([S:21](=[O:22])(=[O:23])[CH3:24])[cH:19][cH:20]2)[cH:5][c:6]2[cH:7][c:8]([C:11](=[O:12])[NH2:13])[nH:9][c:10]12.[CH3:25][O:26][c:27]1[cH:28][cH:29][c:30]([P:31]2(=[S:34])[S:32][P:33]([c:35]3[cH:36][cH:37][c:38]([O:39][CH3:40])[cH:41][cH:42]3)(=[S:43])[S:44]2)[cH:45][cH:46]1.[O:47]1[CH2:48][CH2:49][CH2:50][CH2:51]1>>[CH3:1][c:2]1[cH:3][c:4]([O:14][c:15]2[cH:16][n:17][c:18]([S:21](=[O:22])(=[O:23])[CH3:24])[cH:19][cH:20]2)[cH:5][c:6]2[cH:7][c:8]([C:11]([NH2:13])=[S:34])[nH:9][c:10]12. Reactants: Cn1nccc1-c1c(Cl)sc(N(C(=O)[O-])C(C)(C)C)c1Cl, CO, Cl, C1COCCO1. Yields the product Cn1nccc1-c1c(Cl)sc(N)c1Cl. Reaction SMILES: [CH3:1][C:2]([N:5]([C:3](=[O:4])[O-:6])[c:9]1[s:10][c:11]([Cl:21])[c:12](-[c:15]2[cH:16][cH:17][n:18][n:19]2[CH3:20])[c:13]1[Cl:14])([CH3:7])[CH3:8].[CH3:23][OH:24].[ClH:22].[O:25]1[CH2:26][CH2:27][O:28][CH2:29][CH2:30]1>>[NH2:5][c:9]1[s:10][c:11]([Cl:21])[c:12](-[c:15]2[cH:16][cH:17][n:18][n:19]2[CH3:20])[c:13]1[Cl:14]. The reactants are CS(=O)(=O)C(C)(C)C=1C=C2C=CC=NC2=C(C1)C=1C=C(C=CC1)CC(C(O)C1=CC=CC=C1)C1=CC=C(C=C1)SC (3-{3-[6-(1-Methanesulfonyl-1-methyl-ethyl)-quinolin-8-yl]-phenyl}-2-(4-methylsulfanyl-phenyl)-1-phenyl-propan-1-ol), CC(=O)OI1(C=2C=CC=CC2C(=O)O1)(OC(=O)C)OC(=O)C (Dess-Martin periodinane). Run in C([O-])(O)=O.[Na+] (sodium bicarbonate), C(C)(=O)OCC (ethyl acetate), C(Cl)Cl (CH2Cl2). Conditions: temperature 21 celsius, time 2 hour. Yields the product CS(=O)(=O)C(C)(C)C=1C=C2C=CC=NC2=C(C1)C=1C=C(C=CC1)CC(C(=O)C1=CC=CC=C1)C1=CC=C(C=C1)SC (3-{3-[6-(1-methanesulfonyl-1-methyl-ethyl)-quinolin-8-yl]-phenyl}-2-(4-methylsulfanyl-phenyl)-1-phenyl-propan-1-one). Reaction SMILES: [CH3:1][S:2]([C:5]([C:8]1[CH:9]=[C:10]2[C:15](=[C:16]([C:18]3[CH:19]=[C:20]([CH2:24][CH:25]([C:34]4[CH:39]=[CH:38][C:37]([S:40][CH3:41])=[CH:36][CH:35]=4)[CH:26]([C:28]4[CH:33]=[CH:32][CH:31]=[CH:30][CH:29]=4)[OH:27])[CH:21]=[CH:22][CH:23]=3)[CH:17]=1)[N:14]=[CH:13][CH:12]=[CH:11]2)([CH3:7])[CH3:6])(=[O:4])=[O:3].CC(OI1(OC(C)=O)(OC(C)=O)OC(=O)C2C=CC=CC1=2)=O>C(Cl)Cl.C(=O)(O)[O-].[Na+].C(OCC)(=O)C>[CH3:1][S:2]([C:5]([C:8]1[CH:9]=[C:10]2[C:15](=[C:16]([C:18]3[CH:19]=[C:20]([CH2:24][CH:25]([C:34]4[CH:35]=[CH:36][C:37]([S:40][CH3:41])=[CH:38][CH:39]=4)[C:26]([C:28]4[CH:29]=[CH:30][CH:31]=[CH:32][CH:33]=4)=[O:27])[CH:21]=[CH:22][CH:23]=3)[CH:17]=1)[N:14]=[CH:13][CH:12]=[CH:11]2)([CH3:7])[CH3:6])(=[O:3])=[O:4] |f:3.4|. Reported procedure: To a solution of the crude oil from Step 3 in CH2Cl2 (5 mL) at 21° C. was added Dess-Martin periodinane (255 mg, 0.6 mmol) portionwise. The resulting reaction mixture was stirred 2 h at 21° C., then diluted with a sodium bicarbonate solution and ethyl acetate. The organic extracts were washed (H2O), (brine), dried (MgSO4), filtered and concentrated. Purification by flash chromatography (eluting with hexane/ethyl acetate, 50:50) provided the 3-{3-[6-(1-methanesulfonyl-1-methyl-ethyl)-quinolin-8-y... Starting materials: BrC=1C=NC(=NC1)I (5-Bromo-2-iodopyrimidine), FC1=C(C=CC(=C1F)OCCCCCCCC)C1=NC=C(C=N1)Br (2-(2',3'-Difluoro-4'-octyloxyphenyl)-5-bromopyrimidine), C(C1=CC=CC=C1)OC1=CC=C(C=C1)B(O)O (4-benzyloxyphenylboronic acid), C([O-])([O-])=O.[Na+].[Na+] (sodium carbonate). The reagents and catalysts are C=1C=CC(=CC1)[P](C=2C=CC=CC2)(C=3C=CC=CC3)[Pd]([P](C=4C=CC=CC4)(C=5C=CC=CC5)C=6C=CC=CC6)([P](C=7C=CC=CC7)(C=8C=CC=CC8)C=9C=CC=CC9)[P](C=1C=CC=CC1)(C=1C=CC=CC1)C=1C=CC=CC1 (tetrakis(triphenylphosphine)palladium). Solvent: COCCOC (DME). Yields the product C(C1=CC=CC=C1)OC1=CC=C(C=C1)C1=NC=C(C=N1)Br (2-(4'-Benzyloxyphenyl)-5-bromopyrimidine). Yield: 79.0%. Reaction SMILES: BrC1C=NC(I)=NC=1.C(OC1C=CC(B(O)O)=CC=1)C1C=CC=CC=1.C(=O)([O-])[O-].[Na+].[Na+].F[C:33]1[C:38](F)=[C:37]([O:40][CH2:41][CH2:42][CH2:43][CH2:44][CH2:45][CH2:46][CH2:47]C)[CH:36]=[CH:35][C:34]=1[C:49]1[N:54]=[CH:53][C:52]([Br:55])=[CH:51][N:50]=1>C1C=CC([P]([Pd]([P](C2C=CC=CC=2)(C2C=CC=CC=2)C2C=CC=CC=2)([P](C2C=CC=CC=2)(C2C=CC=CC=2)C2C=CC=CC=2)[P](C2C=CC=CC=2)(C2C=CC=CC=2)C2C=CC=CC=2)(C2C=CC=CC=2)C2C=CC=CC=2)=CC=1.COCCOC>[CH2:41]([O:40][C:37]1[CH:38]=[CH:33][C:34]([C:49]2[N:50]=[CH:51][C:52]([Br:55])=[CH:53][N:54]=2)=[CH:35][CH:36]=1)[C:42]1[CH:43]=[CH:44][CH:45]=[CH:46][CH:47]=1 |f:2.3.4,^1:59,61,80,99|. Procedure details: --Quantities: 5-bromo-2-iodopyrimidine 2 (4.33 g, 15.2 mmol), 4-benzyloxyphenylboronic acid 25 (3.81 g, 16.7 mmol), tetrakis(triphenylphosphine)palladium (351 mg, 0.30 mmol), 2M sodium carbonate (50 ml), DME (50 ml). The experimental procedure was as described for compound 4 to yield the benzyloxyphenylpyrimidine 26 (4.12 g, 79%) (from EtOH), m.p. 155° C.; νmax /cm-1 (KBr) 3200, 1600, 1550, 1520, 1410, 1325, 1250, 1165, 1040, 1025, 1010 and 840; δ 5.14 (2H, s, OCH2), 7.06 (2H, d, J 9, 3'- and 5'... The reactants are OC(C(=O)NN)(CC)C(F)(F)F (2-Hydroxy-2-(trifluoromethyl)butanohydrazide), KHCO3, BrC#N (BrCN). Solvent: O (water). Conditions: time 3 hour. Product: NC1=NN=C(O1)C(C(F)(F)F)(CC)O (2-(5-Amino-1,3,4-oxadiazol-2-yl)-1,1,1-trifluorobutan-2-ol). As a reaction SMILES: [OH:1][C:2]([C:9]([F:12])([F:11])[F:10])([CH2:7][CH3:8])[C:3]([NH:5][NH2:6])=[O:4].Br[C:14]#[N:15]>O>[NH2:15][C:14]1[O:4][C:3]([C:2]([OH:1])([CH2:7][CH3:8])[C:9]([F:10])([F:11])[F:12])=[N:5][N:6]=1. Procedure details: To hydrazide (34.07 g, 183 mmol) of step 2 in 275 mL of water was added KHCO3 (18.33 g, 183 mmol) followed by BrCN (19.39 g, 183 mmol) portionwise. After 3 h, the solid was filtered, washed with cold water and dried to afford the title compound. Additional compound could be recovered from the aqueous phase by extraction (ether-hexane, 1:1). 1H NMR (400 MHz, acetone-d6): δ 6.54 (s, 2H), 6.01 (s, 1H), 2.22 (m, 1H), 2.08 (m, 1H) and 0.99 (m, 3H). The reactants are CCOC(=O)CC(=O)c1cc(Br)c(OC)cc1OC, COC(OC)N(C)C, Cc1ccccc1. Yields the product CCOC(=O)C(=CN(C)C)C(=O)c1cc(Br)c(OC)cc1OC. Reaction SMILES: [Br:1][c:2]1[c:3]([O:18][CH3:19])[cH:4][c:5]([O:16][CH3:17])[c:6]([C:8]([CH2:9][C:10](=[O:11])[O:12][CH2:13][CH3:14])=[O:15])[cH:7]1.[CH3:20][O:21][CH:22]([N:23]([CH3:24])[CH3:25])[O:26][CH3:27].[CH3:28][c:29]1[cH:30][cH:31][cH:32][cH:33][cH:34]1>>[Br:1][c:2]1[c:3]([O:18][CH3:19])[cH:4][c:5]([O:16][CH3:17])[c:6]([C:8]([C:9]([C:10](=[O:11])[O:12][CH2:13][CH3:14])=[CH:22][N:23]([CH3:24])[CH3:25])=[O:15])[cH:7]1.